This data is from the Open Reaction Database (ORD), a public repository of structured organic reaction records. The task is: describe an organic reaction: reactants, conditions, products, and yield Reactants: ClC=1C(=NOC1N(S(=O)(=O)C1=C(SC=C1)C(=O)Cl)COC)C (N-(4-chloro-3-methyl-5-isoxazolyl)-N-methoxymethyl-3-sulfamoyl-2-thiophenecarbonyl chloride), ClC=1C(=NOC1N(S(=O)(=O)C1=C(SC(=C1)C)C(=O)O)COC)C (N-(4-chloro-3-methyl-5-isoxazolyl)-N-methoxymethyl-3-sulfamoyl-5-methyl-2-thiophenecarboxylic acid). The product is ClC=1C(=NOC1N(S(=O)(=O)C1=C(SC(=C1)C)C(=O)Cl)COC)C (N-(4-Chloro-3-methyl-5-isoxazolyl)-N-methoxymethyl-3-sulfamoyl-5-methyl-2-thiophenecarboxylic acid chloride). As a reaction SMILES: [Cl:1][C:2]1[C:3]([CH3:22])=[N:4][O:5][C:6]=1[N:7]([CH2:19][O:20][CH3:21])[S:8]([C:11]1[CH:15]=[CH:14][S:13][C:12]=1[C:16]([Cl:18])=[O:17])(=[O:10])=[O:9].Cl[C:24]1C(C)=NOC=1N(COC)S(C1C=C(C)SC=1C(O)=O)(=O)=O>>[Cl:1][C:2]1[C:3]([CH3:22])=[N:4][O:5][C:6]=1[N:7]([CH2:19][O:20][CH3:21])[S:8]([C:11]1[CH:15]=[C:14]([CH3:24])[S:13][C:12]=1[C:16]([Cl:18])=[O:17])(=[O:9])=[O:10]. Procedure: N-(4-Chloro-3-methyl-5-isoxazolyl)-N-methoxymethyl-3-sulfamoyl-5-methyl-2-thiophenecarboxylic acid chloride was synthesized in the same fashion as for N-(4-chloro-3-methyl-5-isoxazolyl)-N-methoxymethyl-3-sulfamoyl-2-thiophenecarbonyl chloride (Example 51) except that N-(4-chloro-3-methyl-5-isoxazolyl)-N-methoxymethyl-3-sulfamoyl-5-methyl-2-thiophenecarboxylic acid was used instead of N-(4-chloro-3-methyl-5-isoxazolyl)-N-methoxymethyl-3-sulfamoyl-2-thiophenecarboxylic acid. Starting materials: C(C)(C)(C)OC(N[C@H]1CN(CCC1)C(=O)C1=CC2=C(N(C(=N2)C2=CC=3C(=NC=C(C3)OC)N2CC)C)C=C1)=O ((R)-tert-butyl(1-(2-(1-ethyl-5-methoxy-1H-pyrrolo[2,3-b]pyridin-2-yl)-1-methyl-1H-benzo[d]imidazole-5-carbonyl)piperidin-3-yl)carbamate), C(=O)(C(F)(F)F)O (TFA). Solvent: C(Cl)Cl (DCM). Conditions: time 1 hour. Yields the product N[C@H]1CN(CCC1)C(=O)C1=CC2=C(N(C(=N2)C2=CC=3C(=NC=C(C3)OC)N2CC)C)C=C1 ((R)-(3-Aminopiperidin-1-yl)(2-(1-ethyl-5-methoxy-1H-pyrrolo[2,3-b]pyridin-2-yl)-1-methyl-1H-benzo[d]imidazol-5-yl)methanone). The yield is 66.8%. Reaction SMILES: C(OC(=O)[NH:7][C@@H:8]1[CH2:13][CH2:12][CH2:11][N:10]([C:14]([C:16]2[CH:38]=[CH:37][C:19]3[N:20]([CH3:36])[C:21]([C:23]4[N:33]([CH2:34][CH3:35])[C:26]5=[N:27][CH:28]=[C:29]([O:31][CH3:32])[CH:30]=[C:25]5[CH:24]=4)=[N:22][C:18]=3[CH:17]=2)=[O:15])[CH2:9]1)(C)(C)C.C(O)(C(F)(F)F)=O>C(Cl)Cl>[NH2:7][C@@H:8]1[CH2:13][CH2:12][CH2:11][N:10]([C:14]([C:16]2[CH:38]=[CH:37][C:19]3[N:20]([CH3:36])[C:21]([C:23]4[N:33]([CH2:34][CH3:35])[C:26]5=[N:27][CH:28]=[C:29]([O:31][CH3:32])[CH:30]=[C:25]5[CH:24]=4)=[N:22][C:18]=3[CH:17]=2)=[O:15])[CH2:9]1. Reported procedure: To a stirred solution of (R)-tert-butyl(1-(2-(1-ethyl-5-methoxy-1H-pyrrolo[2,3-b]pyridin-2-yl)-1-methyl-1H-benzo[d]imidazole-5-carbonyl)piperidin-3-yl)carbamate (24 mg, 0.045 mmol) in DCM (2 mL) was added TFA (2 mL, 26.0 mmol) dropwise with continuous stirring. The reaction was stirred at room temperature under nitrogen for 1 h. The reaction mixture was concentrated in vacuo before being dissolved in MeOH and purified by SPE on sulfonic acid (SCX) 1 g, first washing with MeOH and then eluting us... The reactants are Cl (hydrochloric acid), O.[OH-].[Li+] (Lithium hydroxide monohydrate), O1C(=CC=C1)C=1OC(=C(N1)COC1=CC=C(CO\N=C(/CCC(=O)OC)\C2=CC=CC=C2)C=C1)C (methyl E-4-[4-[2-(2-furyl)-5-methyl-4-oxazolylmethoxy]benzyloxyimino]-4-phenylbutyrate), O (water). Run in O1CCCC1 (tetrahydrofuran), CO (methanol). Reaction conditions: time 2 hour. Product: O1C(=CC=C1)C=1OC(=C(N1)COC1=CC=C(CO\N=C(/CCC(=O)O)\C2=CC=CC=C2)C=C1)C (E-4-[4-[2-(2-furyl)-5-methyl-4-oxazolylmethoxy]benzyloxyimino]-4-phenylbutyric acid). Isolated yield 78.6%. Reaction SMILES: O.[OH-].[Li+].[O:4]1[CH:8]=[CH:7][CH:6]=[C:5]1[C:9]1[O:10][C:11]([CH3:38])=[C:12]([CH2:14][O:15][C:16]2[CH:37]=[CH:36][C:19]([CH2:20][O:21]/[N:22]=[C:23](/[C:30]3[CH:35]=[CH:34][CH:33]=[CH:32][CH:31]=3)\[CH2:24][CH2:25][C:26]([O:28]C)=[O:27])=[CH:18][CH:17]=2)[N:13]=1.O.Cl>O1CCCC1.CO>[O:4]1[CH:8]=[CH:7][CH:6]=[C:5]1[C:9]1[O:10][C:11]([CH3:38])=[C:12]([CH2:14][O:15][C:16]2[CH:17]=[CH:18][C:19]([CH2:20][O:21]/[N:22]=[C:23](/[C:30]3[CH:35]=[CH:34][CH:33]=[CH:32][CH:31]=3)\[CH2:24][CH2:25][C:26]([OH:28])=[O:27])=[CH:36][CH:37]=2)[N:13]=1 |f:0.1.2|. Procedure details: Lithium hydroxide monohydrate (76.0 mg) was added to a solution of methyl E-4-[4-[2-(2-furyl)-5-methyl-4-oxazolylmethoxy]benzyloxyimino]-4-phenylbutyrate (430 mg) in tetrahydrofuran (6 ml)-water (4 ml)-methanol (4 ml) and stirred at room temperature for 2 hours. 1N hydrochloric acid (1.9 ml) was added to the reaction mixture and extracted with ethyl acetate. The ethyl acetate layer was washed with an aqueous saturated solution of sodium chloride, dried (MgSO4) and concentrated. The residue was r... The reactants are O (Water), NC1=CC2=C(N=CS2)C=C1 (6-amino-1,3-benzothiazole), N1=CC=CC=C1 (pyridine), ClC(=O)OCC(Cl)(Cl)Cl (2,2,2-trichloroethyl chloroformate). Run in O1CCCC1 (tetrahydrofuran). The product is S1C=NC2=C1C=C(C=C2)NC(OCC(Cl)(Cl)Cl)=O (2,2,2-Trichloroethyl 1,3-benzothiazol-6-ylcarbamate). RXN SMILES: [NH2:1][C:2]1[CH:10]=[CH:9][C:5]2[N:6]=[CH:7][S:8][C:4]=2[CH:3]=1.N1C=CC=CC=1.Cl[C:18]([O:20][CH2:21][C:22]([Cl:25])([Cl:24])[Cl:23])=[O:19].O>O1CCCC1>[S:8]1[C:4]2[CH:3]=[C:2]([NH:1][C:18](=[O:19])[O:20][CH2:21][C:22]([Cl:25])([Cl:24])[Cl:23])[CH:10]=[CH:9][C:5]=2[N:6]=[CH:7]1. Reported procedure: To a solution of 6-amino-1,3-benzothiazole (1.00 g, 6.66 mmol) and pyridine (0.633 ml, 7.99 mmol) in tetrahydrofuran (22 ml) was added, under ice-cooling, 2,2,2-trichloroethyl chloroformate (1.11 ml, 7.99 mmol), and the mixture was stirred at room temperature for 1.5 hour. Water was poured to the reaction mixture, and the resulting solution was extracted with ethyl acetate. The extract was washed with water and dried over anhydrous magnesium sulfate, and the solvent was distilled off under reduc... Reactants: polyphosphoric acid, C(CCCCC)C=1C=C(C=CC1OC)CCC(=O)O (3-(3-hexyl-4-methoxyphenyl)propanoic acid), O (water). The solvent is C=1(C(=CC=CC1)C)C (xylene), C=1(C(=CC=CC1)C)C (xylene). Run at temperature 80 celsius. Product: C(CCCCC)C=1C=C2CCC(C2=CC1OC)=O (5-hexyl-6-methoxyindan-1-one). Reaction SMILES: [CH2:1]([C:7]1[CH:8]=[C:9]([CH2:15][CH2:16][C:17]([OH:19])=O)[CH:10]=[CH:11][C:12]=1[O:13][CH3:14])[CH2:2][CH2:3][CH2:4][CH2:5][CH3:6].O>C1(C)C(C)=CC=CC=1>[CH2:1]([C:7]1[CH:8]=[C:9]2[C:10](=[CH:11][C:12]=1[O:13][CH3:14])[C:17](=[O:19])[CH2:16][CH2:15]2)[CH2:2][CH2:3][CH2:4][CH2:5][CH3:6]. Procedure details: 18.5 g (69.9 mmol) of 3-(3-hexyl-4-methoxyphenyl)propanoic acid dissolved in 100 ml of xylene are added to a mixture of 100 g of polyphosphoric acid and 100 ml of xylene heated to 80° C. The mixture is then heated at 135° C. for 1 hour 30 minutes. The mixture is poured into water and extracted with ethyl acetate. The organic phase is washed with sodium bicarbonate solution. The solvents of the organic phase are dried (Na2SO4) and evaporated off, and the residue is purified by flash chromatograph...